From a dataset of the Open Reaction Database (ORD), a public repository of structured organic reaction records. describe an organic reaction: reactants, conditions, products, and yield Starting materials: CC(C)N, C[O-], COC(=O)CCN(C)C, [Na+]. Yields the product CC(C)NC(=O)CCN(C)C. RXN SMILES: [CH3:10][CH:11]([CH3:12])[NH2:13].[CH3:14][O-:15].[CH3:1][O:2][C:3]([CH2:4][CH2:5][N:6]([CH3:7])[CH3:8])=[O:9].[Na+:16]>>[O:2]=[C:3]([CH2:4][CH2:5][N:6]([CH3:7])[CH3:8])[NH:13][CH:11]([CH3:10])[CH3:12]. Reactants: BrC=1C(=CC2=C(C=3N(CCO2)C(=C(N3)C(=O)N)C(=O)NC)C1)F (10-Bromo-9-fluoro-N3-methyl-5,6-dihydroimidazo[1,2-d][1,4]benzoxazepine-2,3-dicarboxamide), CC1=NC(=NO1)[C@@](C)(C#C)O ((2R)-2-(5-methyl-1,2,4-oxadiazol-3-yl)but-3-yn-2-ol). The product is O[C@@](C#CC=1C=CC2=C(C=3N(CCO2)C(=C(N3)C(=O)N)C(=O)NC)C1)(C)C1=NOC(=N1)C (10-[(3R)-3-hydroxy-3-(5-methyl-1,2,4-oxadiazol-3-yl)but-1-ynyl]-N3-methyl-5,6-dihydroimidazo[1,2-d][1,4]benzoxazepine-2,3-dicarboxamide). As a reaction SMILES: Br[C:2]1[C:3](F)=[CH:4][C:5]2[O:11][CH2:10][CH2:9][N:8]3[C:12]([C:18]([NH:20][CH3:21])=[O:19])=[C:13]([C:15]([NH2:17])=[O:16])[N:14]=[C:7]3[C:6]=2[CH:22]=1.[CH3:24][C:25]1[O:29][N:28]=[C:27]([C@:30]([OH:34])([C:32]#[CH:33])[CH3:31])[N:26]=1>>[OH:34][C@:30]([C:27]1[N:26]=[C:25]([CH3:24])[O:29][N:28]=1)([CH3:31])[C:32]#[C:33][C:2]1[CH:3]=[CH:4][C:5]2[O:11][CH2:10][CH2:9][N:8]3[C:12]([C:18]([NH:20][CH3:21])=[O:19])=[C:13]([C:15]([NH2:17])=[O:16])[N:14]=[C:7]3[C:6]=2[CH:22]=1. Procedure details: 10-Bromo-9-fluoro-N3-methyl-5,6-dihydroimidazo[1,2-d][1,4]benzoxazepine-2,3-dicarboxamide (0.05 g) was reacted with (2R)-2-(5-methyl-1,2,4-oxadiazol-3-yl)but-3-yn-2-ol similar to as described in Procedure F to afford 8.4 mg of 10-[(3R)-3-hydroxy-3-(5-methyl-1,2,4-oxadiazol-3-yl)but-1-ynyl]-N3-methyl-5,6-dihydroimidazo[1,2-d][1,4]benzoxazepine-2,3-dicarboxamide following reverse phase hplc purification. MS (Q1) 437 (M)+. 1H NMR (400 MHz, DMSO) δ 11.05 (q, J=4.1 Hz, 1H), 8.56 (d, J=2.0 Hz, 1H), 8.... The reactants are Cc1ccccc1, O=Cc1ccccc1O, CC(C)OC(=O)Cl, ClCCl, c1ccncc1. Product: CC(C)OC(=O)Oc1ccccc1C=O. Reaction SMILES: [CH3:23][c:24]1[cH:25][cH:26][cH:27][cH:28][cH:29]1.[CH:1](=[O:2])[c:3]1[cH:4][cH:5][cH:6][cH:7][c:8]1[OH:9].[Cl:16][C:17](=[O:18])[O:19][CH:20]([CH3:21])[CH3:22].[Cl:30][CH2:31][Cl:32].[cH:10]1[cH:11][cH:12][n:13][cH:14][cH:15]1>>[CH:1](=[O:2])[c:3]1[cH:4][cH:5][cH:6][cH:7][c:8]1[O:9][C:17](=[O:18])[O:19][CH:20]([CH3:21])[CH3:22]. The reactants are C(C)(C)(C)OC(=O)N1C(=CC=2C=NC(=CC21)Cl)C=2C=NN(C2)C(=O)OC(C)(C)C (tert-Butyl-2-(1-(tert-butoxycarbonyl)-1H-pyrazol-4-yl)-6-chloro-1H-pyrrolo[3,2-c]pyridine-1-carboxylate), P(=O)([O-])([O-])[O-].[K+].[K+].[K+] (potassium phosphate), NC1=CC=C(C(=O)N(C)C)C=C1 (4-amino-N,N-dimethylbenzamide), di-tBuX, di-tBuX. The reagents and catalysts are C=1C=CC(=CC1)/C=C/C(=O)/C=C/C2=CC=CC=C2.C=1C=CC(=CC1)/C=C/C(=O)/C=C/C2=CC=CC=C2.C=1C=CC(=CC1)/C=C/C(=O)/C=C/C2=CC=CC=C2.[Pd].[Pd] (Pd2(dba)3), [Pd] (palladium), [Pd] (palladium). The solvent is C(C)(C)(C)O (tert-BuOH), C(C)(=O)OCC (ethyl acetate). Run at temperature 80 celsius. The product is C(C)(C)(C)OC(=O)N1N=CC(=C1)C1=CC=2C=NC(=CC2N1C(=O)OC(C)(C)C)NC1=CC=C(C=C1)C(N(C)C)=O (tert-Butyl 2-(1-(tert-butoxycarbonyl)-1H-pyrazol-4-yl)-6-(4-(dimethylcarbamoyl)phenylamino)-1H-pyrrolo[3,2-c]pyridine-1-carboxylate). Yield: 35.3%. RXN SMILES: [C:1]([O:5][C:6]([N:8]1[C:16]2[CH:15]=[C:14](Cl)[N:13]=[CH:12][C:11]=2[CH:10]=[C:9]1[C:18]1[CH:19]=[N:20][N:21]([C:23]([O:25][C:26]([CH3:29])([CH3:28])[CH3:27])=[O:24])[CH:22]=1)=[O:7])([CH3:4])([CH3:3])[CH3:2].P([O-])([O-])([O-])=O.[K+].[K+].[K+].[NH2:38][C:39]1[CH:49]=[CH:48][C:42]([C:43]([N:45]([CH3:47])[CH3:46])=[O:44])=[CH:41][CH:40]=1>C(O)(C)(C)C.[Pd].C(OCC)(=O)C.C1C=CC(/C=C/C(/C=C/C2C=CC=CC=2)=O)=CC=1.C1C=CC(/C=C/C(/C=C/C2C=CC=CC=2)=O)=CC=1.C1C=CC(/C=C/C(/C=C/C2C=CC=CC=2)=O)=CC=1.[Pd].[Pd]>[C:26]([O:25][C:23]([N:21]1[CH:22]=[C:18]([C:9]2[N:8]([C:6]([O:5][C:1]([CH3:4])([CH3:3])[CH3:2])=[O:7])[C:16]3[CH:15]=[C:14]([NH:38][C:39]4[CH:40]=[CH:41][C:42]([C:43](=[O:44])[N:45]([CH3:46])[CH3:47])=[CH:48][CH:49]=4)[N:13]=[CH:12][C:11]=3[CH:10]=2)[CH:19]=[N:20]1)=[O:24])([CH3:29])([CH3:28])[CH3:27] |f:1.2.3.4,9.10.11.12.13|. Reported procedure: Pd2(dba)3 (11.32 mg, 0.012 mmol) was added to a mixture of tert-butyl 2-(1-(tert-butoxycarbonyl)-1H-pyrazol-4-yl)-6-chloro-1H-pyrrolo[3,2-c]pyridine-1-carboxylate (17) (37 mg, 0.088 mmol), potassium phosphate (62.1 mg, 0.29 mmol), 4-amino-N,N-dimethylbenzamide (16.68 mg, 0.10 mmol) and di-tBuX-Phos (15.75 mg, 0.037 mmol) in tert-BuOH containing 3% water (1.0 mL). The reaction mixture was heated at 80° C. for 1 h under microwave irradiation. More palladium catalyst (10.0 mg) and di-tBuX-Phos (8.0... The reactants are O[C@@H]1CC2=CC[C@H]3[C@@H]4CCC([C@@]4(C)C[C@H]([C@@H]3[C@]2(CC1)C)O)=O (3β,11α-dihydroxy-5-androsten-17-one), O=O (singlet oxygen). Product: O(O)[C@]12C=C[C@H]3[C@@H]4CCC([C@@]4(C)CC[C@@H]3[C@]2(CC[C@@H](C1)O)C)=O (5α-hydroperoxy-3β-hydroxy-androst-6-en-17-one). As a reaction SMILES: [OH:1][C@H:2]1[CH2:19][CH2:18][C@@:17]2([CH3:20])[C:4](=[CH:5][CH2:6][C@@H:7]3[C@@H:16]2[C@H:15](O)[CH2:14][C@@:12]2([CH3:13])[C@H:8]3[CH2:9][CH2:10][C:11]2=[O:22])[CH2:3]1.[O:23]=[O:24]>>[O:23]([C@:4]12[CH2:3][C@@H:2]([OH:1])[CH2:19][CH2:18][C@:17]1([CH3:20])[C@@H:16]1[C@H:7]([C@H:8]3[C@@:12]([CH2:14][CH2:15]1)([CH3:13])[C:11](=[O:22])[CH2:10][CH2:9]3)[CH:6]=[CH:5]2)[OH:24]. Reported procedure: 3β-Hydroxyandrost-5-en-17-one (DHEA) 1 reacts with singlet oxygen to yield 5α-hydroperoxy-3β-hydroxy-androst-6-en-17-one 2. This hydroperoxide undergoes a rearrangement when in chloroform solution to yield 7α-hydroperoxy-3β-hydroxyandrost-5-en-17-one, 3. Treatment of the hydroperoxide with zinc and acetic acid yields 3β,7α-dihydroxy-androst-5-en-17-one, 4. ##STR35## The reactants are [BH3-]OC(C)=O, CCOC(=O)C1CCC(=O)CC1, CC(=O)O, ClCCl, Nc1ccc(F)cc1I, [Na+]. Yields the product CCOC(=O)C1CCC(Nc2ccc(F)cc2I)CC1. RXN SMILES: [C:26]([O:27][BH3-:28])(=[O:29])[CH3:30].[CH2:10]([CH3:11])[O:12][C:13](=[O:14])[CH:15]1[CH2:16][CH2:17][C:18](=[O:21])[CH2:19][CH2:20]1.[CH3:22][C:23](=[O:24])[OH:25].[Cl:32][CH2:33][Cl:34].[F:1][c:2]1[cH:3][c:4]([I:9])[c:5]([NH2:6])[cH:7][cH:8]1.[Na+:31]>>[F:1][c:2]1[cH:3][c:4]([I:9])[c:5]([NH:6][CH:18]2[CH2:17][CH2:16][CH:15]([C:13]([O:12][CH2:10][CH3:11])=[O:14])[CH2:20][CH2:19]2)[cH:7][cH:8]1. Starting materials: C(C1=CC=CC=C1)Br (Benzyl bromide), Ag2CO3, BrC1=CC=C(C=C1)C1=COC2=C(C(N1)=O)C=C(C=C2)F (3-(4-Bromo-phenyl)-7-fluoro-4H-benzo[f][1,4]oxazepin-5-one). Run in C1(=CC=CC=C1)C (toluene). Reaction conditions: temperature 80 celsius. Product: C(C1=CC=CC=C1)OC1=NC(=COC2=C1C=C(C=C2)F)C2=CC=C(C=C2)Br (5-Benzyloxy-3-(4-bromo-phenyl)-7-fluoro-benzo[f][1,4]oxazepine). Yield: 59.5%. Reaction SMILES: [Br:1][C:2]1[CH:7]=[CH:6][C:5]([C:8]2[NH:14][C:13](=[O:15])[C:12]3[CH:16]=[C:17]([F:20])[CH:18]=[CH:19][C:11]=3[O:10][CH:9]=2)=[CH:4][CH:3]=1.[CH2:21](Br)[C:22]1[CH:27]=[CH:26][CH:25]=[CH:24][CH:23]=1>C1(C)C=CC=CC=1>[CH2:21]([O:15][C:13]1[C:12]2[CH:16]=[C:17]([F:20])[CH:18]=[CH:19][C:11]=2[O:10][CH:9]=[C:8]([C:5]2[CH:4]=[CH:3][C:2]([Br:1])=[CH:7][CH:6]=2)[N:14]=1)[C:22]1[CH:27]=[CH:26][CH:25]=[CH:24][CH:23]=1. Procedure: 3-(4-Bromo-phenyl)-7-fluoro-4H-benzo[f][1,4]oxazepin-5-one (7.0 g, 0.021 mol) was dissolved in toluene (100 mL). Benzyl bromide (4.3 g, 0.025 mol) and Ag2CO3 (8.6 g, 0.031 mol) were added and the reaction mixture was heated at 80° C. until disappearance of the starting material. The solution was filtered through a pad of celite and concentrated to dryness. The crude was purified by flash chromatography on silica gel (n-hexane/EtOAc=7:1) to obtain the title compound (5.3 g, 60% yield) as a thick ... The reactants are CC(C)(C#N)N=NC(C)(C)C#N (AIBN), C(C)#N (acetonitrile), CC(C)(C#N)N=NC(C)(C)C#N (AIBN), IC(F)(F)C(F)(F)C(F)(F)C(F)(F)I (I(CF2)4I), C[SiH](CCC(C(F)F)(C=C)F)C (dimethyl 3,4,4-trifluoro-3-vinyl-butylsilane), C(C)#N (acetonitrile). The solvent is C(Cl)Cl (CH2Cl2). Conditions: time 20 hour. Yields the product CC(C)(C#N)N=NC(C)(C)C#N.IC(F)(F)C(F)(F)C(F)(F)C(F)(F)I (AIBN I(CF2)4I). RXN SMILES: [CH3:1][C:2]([N:6]=[N:7][C:8]([C:11]#[N:12])([CH3:10])[CH3:9])([C:4]#[N:5])[CH3:3].C(#N)C.[I:16][C:17]([C:20]([C:23]([C:26]([I:29])([F:28])[F:27])([F:25])[F:24])([F:22])[F:21])([F:19])[F:18].C[SiH](C)CCC(F)(C=C)C(F)F>C(Cl)Cl>[CH3:10][C:8]([N:7]=[N:6][C:2]([C:4]#[N:5])([CH3:3])[CH3:1])([C:11]#[N:12])[CH3:9].[I:16][C:17]([C:20]([C:23]([C:26]([I:29])([F:27])[F:28])([F:25])[F:24])([F:22])[F:21])([F:19])[F:18] |f:5.6|. Procedure details: The procedure of Example 6 was followed, except solvent and initiator were varied. Due to the well-known unsuitability of CH2Cl2 as a solvent in regular free radical polymerization systems, including AIBN case, the solvent was changed to acetonitrile. After adding 0.3 g of AIBN, 0.8 g of I(CF2)4I, 3.0 g of CF2═CFCH2CH2Si(CH3)2H, and 30 ml of acetonitrile in a 70 ml stainless autoclave equipped with a magnetic stirrer, 20 ml of VDF and 5 ml of HFP were introduced into the reactor under vacuum by ... The reactants are ClC=1N=C(C(=NC1)N)OC (5-chloro-3-methoxy-2-pyrazinamine), ClC1=CC=C(C=C1)S(=O)(=O)Cl (4-chlorobenzenesulphonyl chloride). The product is ClC1=CC=C(C=C1)S(=O)(=O)NC1=NC=C(N=C1OC)Cl (4-Chloro-N-(5-chloro-3-methoxy-2-pyrazinyl)benzenesulphonamide). Reaction SMILES: [Cl:1][C:2]1[N:3]=[C:4]([O:9][CH3:10])[C:5]([NH2:8])=[N:6][CH:7]=1.[Cl:11][C:12]1[CH:17]=[CH:16][C:15]([S:18](Cl)(=[O:20])=[O:19])=[CH:14][CH:13]=1>>[Cl:11][C:12]1[CH:17]=[CH:16][C:15]([S:18]([NH:8][C:5]2[C:4]([O:9][CH3:10])=[N:3][C:2]([Cl:1])=[CH:7][N:6]=2)(=[O:20])=[O:19])=[CH:14][CH:13]=1. Reported procedure: Prepared by the method of Example 1 (reaction performed at room temperature) using 5-chloro-3-methoxy-2-pyrazinamine (0.1 g) and 4-chlorobenzenesulphonyl chloride (0.13 g). Starting materials: C(=O)(OC(C)(C)C)N[C@H]([C@H](C[C@H](C(=O)O)CC1=CC(=CC=C1)C#N)O)CC1=CC=CC=C1 (5(S)-(Boc-amino)-4(S)-hydroxy-6-phenyl-2(R)-(m-cyanophenylmethyl)-hexanoic acid), C(C)(C)(C)[Si](Cl)(C)C (tert-butyldimethylchlorosilane), N1C=NC=C1 (imidazole), silyl ester, C([O-])([O-])=O.[K+].[K+] (potassium carbonate). The solvent is CN(C)C=O (DMF), C(C)(=O)OCC.CCCCCC (ethyl acetate hexane), CO.C1CCOC1.O (methanol THF water). Product: C(=O)(OC(C)(C)C)N[C@H]([C@H](C[C@H](C(=O)O)CC1=CC(=CC=C1)C#N)O[Si](C)(C)C(C)(C)C)CC1=CC=CC=C1 (5(S)-(Boc-amino)-4(S)-(tert-butyldimethylsilyloxy)-6-phenyl-2(R)-(m-cyanophenylmethyl)-hexanoic acid). RXN SMILES: [C:1]([NH:8][C@@H:9]([CH2:26][C:27]1[CH:32]=[CH:31][CH:30]=[CH:29][CH:28]=1)[C@@H:10]([OH:25])[CH2:11][C@@H:12]([CH2:16][C:17]1[CH:22]=[CH:21][CH:20]=[C:19]([C:23]#[N:24])[CH:18]=1)[C:13]([OH:15])=[O:14])([O:3][C:4]([CH3:7])([CH3:6])[CH3:5])=[O:2].[C:33]([Si:37]([CH3:40])([CH3:39])Cl)([CH3:36])([CH3:35])[CH3:34].N1C=CN=C1.C(=O)([O-])[O-].[K+].[K+]>CN(C=O)C.CO.C1COCC1.O.C(OCC)(=O)C.CCCCCC>[C:1]([NH:8][C@@H:9]([CH2:26][C:27]1[CH:28]=[CH:29][CH:30]=[CH:31][CH:32]=1)[C@@H:10]([O:25][Si:37]([C:33]([CH3:36])([CH3:35])[CH3:34])([CH3:40])[CH3:39])[CH2:11][C@@H:12]([CH2:16][C:17]1[CH:22]=[CH:21][CH:20]=[C:19]([C:23]#[N:24])[CH:18]=1)[C:13]([OH:15])=[O:14])([O:3][C:4]([CH3:6])([CH3:7])[CH3:5])=[O:2] |f:3.4.5,7.8.9,10.11|. Procedure: Analogously to Example 1j), 1.4 g (3.2 mmol) of 5(S)-(Boc-amino)-4(S)-hydroxy-6-phenyl-2(R)-(m-cyanophenylmethyl)-hexanoic acid in 20 ml of DMF are silylated with 2.2 g (14.6 mmol) of tert-butyldimethylchlorosilane and 1.8 g (26 mmol) of imidazole. Hydrolysis of the silyl ester function with 2.6 g of potassium carbonate in 55 ml of methanol/THF/water 8:1:2, followed by column chromatography (SiO2, ethyl acetate/hexane 1:1), yields the title compound: TLC Rf (A)=0.39; tRet (I)=19.8 min.